This data is from the Open Reaction Database (ORD), a public repository of structured organic reaction records. The task is: describe an organic reaction: reactants, conditions, products, and yield The reactants are C(C)C(CC)N1C(=NC2=C1C=CC(=C2)C(=O)O)CC=2SC=CC2 (1-(1-ethyl-propyl)-2-thiophen-2-ylmethyl-1H-benzoimidazole-5-carboxylic acid), C1=CC2=C(N=C1)N(N=N2)O (HOAT), CCN(C(C)C)C(C)C (DIPEA), Cl (hydrochloric acid), Cl.CNS(=O)(=O)C[C@H](CC(C)C)N ((S)-2-Amino-4-methyl-pentane-1-sulfonic acid methylamide-hydrochloride). Solvent: CN(C)C=O (DMF), C(CCl)Cl (EDC), O (water). Conditions: time 20 hour. Yields the product CC(C[C@@H](CS(NC)(=O)=O)NC(=O)C1=CC2=C(N(C(=N2)CC=2SC=CC2)C(CC)CC)C=C1)C (1-(1-Ethyl-propyl)-2-thiophen-2-ylmethyl-1H-benzoimidazole-5-carboxylic acid ((S)-3-methyl-1-methylsulfamoylmethyl-butyl)-amide). RXN SMILES: [CH2:1]([CH:3]([N:6]1[C:10]2[CH:11]=[CH:12][C:13]([C:15]([OH:17])=O)=[CH:14][C:9]=2[N:8]=[C:7]1[CH2:18][C:19]1[S:20][CH:21]=[CH:22][CH:23]=1)[CH2:4][CH3:5])[CH3:2].C1C=NC2N(O)N=NC=2C=1.CCN(C(C)C)C(C)C.Cl.[CH3:44][NH:45][S:46]([CH2:49][C@@H:50]([NH2:55])[CH2:51][CH:52]([CH3:54])[CH3:53])(=[O:48])=[O:47].Cl>CN(C=O)C.O.C(Cl)CCl>[CH3:53][CH:52]([CH3:54])[CH2:51][C@H:50]([NH:55][C:15]([C:13]1[CH:12]=[CH:11][C:10]2[N:6]([CH:3]([CH2:4][CH3:5])[CH2:1][CH3:2])[C:7]([CH2:18][C:19]3[S:20][CH:21]=[CH:22][CH:23]=3)=[N:8][C:9]=2[CH:14]=1)=[O:17])[CH2:49][S:46](=[O:48])(=[O:47])[NH:45][CH3:44] |f:3.4|. Procedure details: To a solution of 80 mg of 1-(1-ethyl-propyl)-2-thiophen-2-ylmethyl-1H-benzoimidazole-5-carboxylic acid in 0.5 ml of dry DMF 17 mg of HOAT, 56 mg of EDC and 0.24 ml of DIPEA were added at 0° C. After 15 min 60 mg of (S)-2-Amino-4-methyl-pentane-1-sulfonic acid methylamide-hydrochloride were added and the reaction was stirred at it for 20 h. The reaction was then poured into water and the pH was adjusted to 3 by the addition of 2 M aqueous hydrochloric acid. The reaction was extracted with ethyl a... Reactants: Cl (HCl), C1(CC1)N1C=C(C(C2=C(C(=C(C(=C12)F)F)F)F)=O)C(=O)OCC (ethyl 1-cyclopropyl-5,6,7,8-tetrafluoro-1,4-dihydro-4-oxo-3-quinoline-carboxylate), C(#N)CC(=O)OCC (ethyl cyanoacetate), [H-].[Na+] (NaH). Run in O (water), O1CCOCC1 (dioxane). The product is C(#N)C(C1=C(C(=C2C(C(=CN(C2=C1F)C1CC1)C(=O)OCC)=O)F)F)C(=O)OCC (Ethyl 7-(cyano-ethoxycarbonyl-methyl)-1-cyclopropyl-5,6,8-trifluoro-1,4-dihydro-4-oxo-3-quinoline-carboxylate). RXN SMILES: [CH:1]1([N:4]2[C:13]3[C:8](=[C:9]([F:17])[C:10]([F:16])=[C:11](F)[C:12]=3[F:14])[C:7](=[O:18])[C:6]([C:19]([O:21][CH2:22][CH3:23])=[O:20])=[CH:5]2)[CH2:3][CH2:2]1.[C:24]([CH2:26][C:27]([O:29][CH2:30][CH3:31])=[O:28])#[N:25].[H-].[Na+].Cl>O.O1CCOCC1>[C:24]([CH:26]([C:27]([O:29][CH2:30][CH3:31])=[O:28])[C:11]1[C:12]([F:14])=[C:13]2[C:8]([C:7](=[O:18])[C:6]([C:19]([O:21][CH2:22][CH3:23])=[O:20])=[CH:5][N:4]2[CH:1]2[CH2:3][CH2:2]2)=[C:9]([F:17])[C:10]=1[F:16])#[N:25] |f:2.3|. Procedure: 6.6 of ethyl 1-cyclopropyl-5,6,7,8-tetrafluoro-1,4-dihydro-4-oxo-3-quinoline-carboxylate and 3.4 g of ethyl cyanoacetate are initially introduced into 100 ml of dioxane. 1.16 g of NaH are added in portions at room temperature. The mixture is heated to reflux for 6 hours and then diluted using water. After acidification using HCl, 9.4 g of the title compound can be isolated. Starting materials: CON=C(C(=O)OCC)CC(C(C)C)=O (ethyl 2-methoxyimino-5-methyl-4-oxohexanoate), ClC=1C(=NC=CC1)NN (3-chloro-2-hydrazinopyridine), O1CCCC1 (tetrahydrofuran). Solvent: C(C)(=O)O (acetic acid). Reaction conditions: time 20 hour. Product: ClC=1C(=NC=CC1)N1N=C(C=C1C(=O)OCC)C(C)C (ethyl 1-(3-chloro-2-pyridinyl)-3-isopropyl-1H-pyrazole-5-carboxylate). Isolated yield 26.1%. As a reaction SMILES: CON=[C:4]([CH2:10][C:11](=O)[CH:12]([CH3:14])[CH3:13])[C:5]([O:7][CH2:8][CH3:9])=[O:6].[Cl:16][C:17]1[C:18]([NH:23][NH2:24])=[N:19][CH:20]=[CH:21][CH:22]=1.O1CCCC1>C(O)(=O)C>[Cl:16][C:17]1[C:18]([N:23]2[C:4]([C:5]([O:7][CH2:8][CH3:9])=[O:6])=[CH:10][C:11]([CH:12]([CH3:13])[CH3:14])=[N:24]2)=[N:19][CH:20]=[CH:21][CH:22]=1. Reported procedure: A mixture of 3.0 g of ethyl 2-methoxyimino-5-methyl-4-oxohexanoate, 2.4 g of 3-chloro-2-hydrazinopyridine, 50 ml of tetrahydrofuran and 100 ml of acetic acid was stirred at room temperature for 20 hours, and then heated to reflux for 4 hours. The reaction mixture was concentrated under reduced pressure. Water was poured into the residue, and the mixture was extracted with methyl t-butyl ether two times. The combined organic layer was washed successively with a 1N aqueous sodium hydroxide solutio... Reactants: CCCC(=O)c1cnc2c(C3CO3)cccc2c1Nc1ccccc1C, CNC. Product: CCCC(=O)c1cnc2c(C(O)CN(C)C)cccc2c1Nc1ccccc1C. Reaction SMILES: [C:1]([CH2:2][CH2:3][CH3:4])(=[O:5])[c:6]1[cH:7][n:8][c:9]2[c:10]([CH:24]3[O:25][CH2:26]3)[cH:11][cH:12][cH:13][c:14]2[c:15]1[NH:16][c:17]1[c:18]([CH3:23])[cH:19][cH:20][cH:21][cH:22]1.[CH3:27][NH:28][CH3:29]>>[C:1]([CH2:2][CH2:3][CH3:4])(=[O:5])[c:6]1[cH:7][n:8][c:9]2[c:10]([CH:24]([OH:25])[CH2:26][N:28]([CH3:27])[CH3:29])[cH:11][cH:12][cH:13][c:14]2[c:15]1[NH:16][c:17]1[c:18]([CH3:23])[cH:19][cH:20][cH:21][cH:22]1. Starting materials: CC(C)(C)OC(=O)N1CCN(Cc2cnc(F)c(B(O)O)c2)CC1, CC(=O)[O-], COc1ccc(CN(Cc2ccc(OC)cc2)c2nc(C)nc(Cl)n2)cc1, [K+], C1COCCO1, O. The product is COc1ccc(CN(Cc2ccc(OC)cc2)c2nc(C)nc(-c3cc(CN4CCN(C(=O)OC(C)(C)C)CC4)cnc3F)n2)cc1. Reaction SMILES: [C:28]([CH3:29])([CH3:30])([CH3:31])[O:32][C:33](=[O:34])[N:35]1[CH2:36][CH2:37][N:38]([CH2:41][c:42]2[cH:43][c:44]([B:49]([OH:50])[OH:51])[c:45]([F:48])[n:46][cH:47]2)[CH2:39][CH2:40]1.[CH3:53][C:54](=[O:55])[O-:56].[Cl:1][c:2]1[n:3][c:4]([N:9]([CH2:10][c:11]2[cH:12][cH:13][c:14]([O:17][CH3:18])[cH:15][cH:16]2)[CH2:19][c:20]2[cH:21][cH:22][c:23]([O:26][CH3:27])[cH:24][cH:25]2)[n:5][c:6]([CH3:8])[n:7]1.[K+:52].[O:57]1[CH2:58][CH2:59][O:60][CH2:61][CH2:62]1.[OH2:63]>>[c:2]1(-[c:44]2[cH:43][c:42]([CH2:41][N:38]3[CH2:37][CH2:36][N:35]([C:33]([O:32][C:28]([CH3:29])([CH3:30])[CH3:31])=[O:34])[CH2:40][CH2:39]3)[cH:47][n:46][c:45]2[F:48])[n:3][c:4]([N:9]([CH2:10][c:11]2[cH:12][cH:13][c:14]([O:17][CH3:18])[cH:15][cH:16]2)[CH2:19][c:20]2[cH:21][cH:22][c:23]([O:26][CH3:27])[cH:24][cH:25]2)[n:5][c:6]([CH3:8])[n:7]1. Starting materials: CCC(C)(C)O, CCCCCCCBr, CC(C)(C)[O-], [K+], CC(=O)[O-], CC(=O)[O-], OB(O)c1ccccc1, [Pd+2]. Product: CCCCCCCc1ccccc1. RXN SMILES: [C:24]([OH:25])([CH2:26][CH3:27])([CH3:28])[CH3:29].[CH2:1]([CH2:2][CH2:3][CH2:4][CH2:5][CH2:6][CH3:7])[Br:8].[CH3:18][C:19]([CH3:20])([O-:21])[CH3:22].[K+:23].[O-:31][C:32]([CH3:33])=[O:34].[O-:35][C:36]([CH3:37])=[O:38].[OH:9][B:10]([OH:11])[c:12]1[cH:13][cH:14][cH:15][cH:16][cH:17]1.[Pd+2:30]>>[CH2:1]([CH2:2][CH2:3][CH2:4][CH2:5][CH2:6][CH3:7])[c:12]1[cH:13][cH:14][cH:15][cH:16][cH:17]1. The reactants are CS(=O)(=O)Cl, ClCCl, CCOC(=O)c1ccc(CO)o1, Cc1cccc(C)n1. Product: CCOC(=O)c1ccc(COS(C)(=O)=O)o1. As a reaction SMILES: [CH3:21][S:22]([Cl:23])(=[O:24])=[O:25].[Cl:26][CH2:27][Cl:28].[OH:1][CH2:2][c:3]1[cH:4][cH:5][c:6]([C:8](=[O:9])[O:10][CH2:11][CH3:12])[o:7]1.[n:13]1[c:14]([CH3:15])[cH:16][cH:17][cH:18][c:19]1[CH3:20]>>[O:1]([CH2:2][c:3]1[cH:4][cH:5][c:6]([C:8](=[O:9])[O:10][CH2:11][CH3:12])[o:7]1)[S:22]([CH3:21])(=[O:24])=[O:25]. Reactants: C(C1=CC=CC=C1)N1CC(C(CC1)=O)C1=C(C=CC=C1)Cl (Benzyl-3-(2-chloro-phenyl)-piperidin-4-one), BrBr (bromine). Solvent: C(Cl)(Cl)Cl (chloroform), C(Cl)(Cl)Cl (chloroform). Reaction conditions: temperature 50 celsius, time 1 hour. Yields the product Br.BrC1C(C(CN(C1)CC1=CC=CC=C1)C1=C(C=CC=C1)Cl)=O (5-Bromo-1-benzyl-3-(2-chloro-phenyl)-piperidin-4-one hydrobromide). Yield: 202.7%. RXN SMILES: [CH2:1]([N:8]1[CH2:13][CH2:12][C:11](=[O:14])[CH:10]([C:15]2[CH:20]=[CH:19][CH:18]=[CH:17][C:16]=2[Cl:21])[CH2:9]1)[C:2]1[CH:7]=[CH:6][CH:5]=[CH:4][CH:3]=1.[Br:22]Br>C(Cl)(Cl)Cl>[BrH:22].[Br:22][CH:12]1[CH2:13][N:8]([CH2:1][C:2]2[CH:3]=[CH:4][CH:5]=[CH:6][CH:7]=2)[CH2:9][CH:10]([C:15]2[CH:20]=[CH:19][CH:18]=[CH:17][C:16]=2[Cl:21])[C:11]1=[O:14] |f:3.4|. Procedure details: Benzyl-3-(2-chloro-phenyl)-piperidin-4-one (100 mg, 0.33 mmol) was dissolved in chloroform (1 mL). To this solution bromine (66 mg, 0.35 mmol) in chloroform (0.5 mL) was added drop wise at −11° C. The reaction was stirred for 1½ hours at 5° C., for 1 hour at room temperature and for 1 hours at 50° C. The solvent was removed under reduced pressure to yield the crude title compound (163 mg) which was used directly in the next step without further purification. The reactants are COC(=O)c1cccnc1C, Cl. Product: Cc1ncccc1C(=O)O, Cl. Reaction SMILES: [CH3:1][c:2]1[c:3]([C:4](=[O:5])[O:6][CH3:7])[cH:8][cH:9][cH:10][n:11]1.[ClH:12]>>[CH3:1][c:2]1[c:3]([C:4](=[O:5])[OH:6])[cH:8][cH:9][cH:10][n:11]1.[ClH:12]. Isolated yield 99.4%. Reactants: C1(=CC=CC=C1)COC1=C(C(=C(C2=CC=CC=C12)OCC1=CC=CC=C1)C(=O)O)C(=O)O (1,4-bis[(phenylmethyl)oxy]-2,3-naphthalenedicarboxylic acid), C(C)OC(CC1=CC=C(C=C1)N)=O (ethyl(4-aminophenyl)acetate), O (Water). As a reaction SMILES: [C:1]1([CH2:7][O:8][C:9]2[C:18]3[C:13](=[CH:14][CH:15]=[CH:16][CH:17]=3)[C:12]([O:19][CH2:20][C:21]3[CH:26]=[CH:25][CH:24]=[CH:23][CH:22]=3)=[C:11]([C:27](O)=[O:28])[C:10]=2[C:30](O)=[O:31])[CH:6]=[CH:5][CH:4]=[CH:3][CH:2]=1.[CH2:33]([O:35][C:36](=[O:45])[CH2:37][C:38]1[CH:43]=[CH:42][C:41]([NH2:44])=[CH:40][CH:39]=1)[CH3:34].O>C(O)(=O)C>[CH2:33]([O:35][C:36](=[O:45])[CH2:37][C:38]1[CH:39]=[CH:40][C:41]([N:44]2[C:27](=[O:28])[C:11]3[C:12]([O:19][CH2:20][C:21]4[CH:22]=[CH:23][CH:24]=[CH:25][CH:26]=4)=[C:13]4[CH:14]=[CH:15][CH:16]=[CH:17][C:18]4=[C:9]([O:8][CH2:7][C:1]4[CH:6]=[CH:5][CH:4]=[CH:3][CH:2]=4)[C:10]=3[C:30]2=[O:31])=[CH:42][CH:43]=1)[CH3:34]. Procedure: A mixture of 1,4-bis[(phenylmethyl)oxy]-2,3-naphthalenedicarboxylic acid (2.0 g, 4.67 mmol) and ethyl(4-aminophenyl)acetate (1.67 g, 9.35 mmol) were heated to 120° C. in acetic acid (30 ml) for 2 hours. The mixture solidified on standing at room temperature overnight. Water was added and the solid collected by filtration and washed with water. This was dried under vacuum to give the title compound (2.65 g, 4.64 mmol). LC/MS: Rt=4.24, [MH]+ 572. Conditions: time 8 hour. The solvent is C(C)(=O)O (acetic acid). The product is C(C)OC(CC1=CC=C(C=C1)N1C(C=2C(=C3C(=C(C2C1=O)OCC1=CC=CC=C1)C=CC=C3)OCC3=CC=CC=C3)=O)=O (Ethyl(4-{1,3-dioxo-4,9-bis[(phenylmethyl)oxy]-1,3-dihydro-2H-benzo[f]isoindol-2-yl}phenyl)acetate).